describe an organic reaction: reactants, conditions, products, and yield From a dataset of the Open Reaction Database (ORD), a public repository of structured organic reaction records. Reactants: C(C)(C)(C)OC(=O)N1C[C@@H]2N(C(C3=C(C=C(C=C23)\C=C/C)C(F)(F)F)=O)CC1 (N-(t-butoxycarbonyl)-(R)-1,3,4,10b-tetrahydro-9-(cis-1-propenyl)-7-trifluoromethyl-pyrazino[2,1-a]isoindol-6(2H)-one), Cl (hydrochloric acid), white solid. The solvent is O (water), CCOCC (ether). Conditions: time 1 hour. Product: Cl.C(=C/C)/C1=CC(=C2C(N3[C@H](C2=C1)CNCC3)=O)C(F)(F)F ((R)-1,3,4,10b-tetrahydro-9-(cis-1-propenyl)-7-trifluoromethyl-pyrazino[2,1-a]isoindol-6(2H)-one hydrochloric acid salt). As a reaction SMILES: C(OC([N:8]1[CH2:28][CH2:27][N:11]2[C:12](=[O:26])[C:13]3[C:18]([C@@H:10]2[CH2:9]1)=[CH:17][C:16](/[CH:19]=[CH:20]\[CH3:21])=[CH:15][C:14]=3[C:22]([F:25])([F:24])[F:23])=O)(C)(C)C.[ClH:29]>CCOCC.O>[ClH:29].[CH:19](/[C:16]1[CH:17]=[C:18]2[C:13]([C:12](=[O:26])[N:11]3[CH2:27][CH2:28][NH:8][CH2:9][C@H:10]32)=[C:14]([C:22]([F:24])([F:25])[F:23])[CH:15]=1)=[CH:20]/[CH3:21] |f:4.5|. Reported procedure: To a stirring solution of N-(t-butoxycarbonyl)-(R)-1,3,4,10b-tetrahydro-9-(cis-1-propenyl)-7-trifluoromethyl-pyrazino[2,1-a]isoindol-6(2H)-one (40 mg, 0.1 mmol) in dry ether (2 mL) was added hydrochloric acid (1 mL). The reaction was stirred for 1 h and then conc. in vacuo to a white solid. The solid was dissolved in water and lyophilized to 24 mg of a white solid. MS (ESI) 297 (M−Cl). Starting materials: C(C)(=O)OC=1C=C(C=CC1OC(C)=O)C(C(=O)OCC)C (Ethyl 3,4-diacetoxyphenylpropionate), CNCC1=CC=CC=C1 (N-methylbenzylamine). Yields the product CN(C(C(C)C1=CC(=C(C=C1)O)O)=O)CC1=CC=CC=C1 (N-Methyl-N-benzyl-3,4-dihydroxyphenylpropionamide). Reaction SMILES: C([O:4][C:5]1[CH:6]=[C:7]([CH:15]([CH3:21])[C:16]([O:18]CC)=O)[CH:8]=[CH:9][C:10]=1[O:11]C(=O)C)(=O)C.[CH3:22][NH:23][CH2:24][C:25]1[CH:30]=[CH:29][CH:28]=[CH:27][CH:26]=1>>[CH3:22][N:23]([CH2:24][C:25]1[CH:30]=[CH:29][CH:28]=[CH:27][CH:26]=1)[C:16](=[O:18])[CH:15]([C:7]1[CH:8]=[CH:9][C:10]([OH:11])=[C:5]([OH:4])[CH:6]=1)[CH3:21]. Procedure: Ethyl 3,4-diacetoxyphenylpropionate and N-methylbenzylamine were used to obtain N-Methyl-N-benzyl-3,4-dihydroxyphenylpropionamide by carrying out the same procedures as described in Example 1. Conditions: temperature 120 celsius, time 5 hour. Solvent: CN(C=O)C (dimethylformamide). RXN SMILES: F[C:2]1[CH:9]=[CH:8][CH:7]=[CH:6][C:3]=1[C:4]#[N:5].[Br:10][C:11]1[CH:16]=[CH:15][C:14]([OH:17])=[CH:13][CH:12]=1.C(=O)([O-])[O-].[K+].[K+]>CN(C)C=O>[Br:10][C:11]1[CH:16]=[CH:15][C:14]([O:17][C:2]2[CH:9]=[CH:8][CH:7]=[CH:6][C:3]=2[C:4]#[N:5])=[CH:13][CH:12]=1 |f:2.3.4|. Procedure: A mixture of 2-fluorobenzonitrile (28.8 g), 4-bromophenol (36.9 g), potassium carbonate (58.9 g) and dimethylformamide (30 ml) was heated with stirring under nitrogen at 120° C. for 5 hours. The mixture was allowed to stand overnight at ambient temperature and then partitioned between ethyl acetate and water. The organic layer was separated, washed, dried and evaporated to give an oil which solidified on standing. The solid was triturated with petroleum ether b.p. 40-60° C. and filtered to give ... Starting materials: FC1=C(C#N)C=CC=C1 (2-fluorobenzonitrile), BrC1=CC=C(C=C1)O (4-bromophenol), C([O-])([O-])=O.[K+].[K+] (potassium carbonate). Product: BrC1=CC=C(OC2=C(C#N)C=CC=C2)C=C1 (2-(4-bromophenoxy)benzonitrile).